Task: describe an organic reaction: reactants, conditions, products, and yield. Dataset: the Open Reaction Database (ORD), a public repository of structured organic reaction records Reactants: O=C([O-])[O-], CI, CN(C)C=O, CNC(C)c1cc2c(Cl)cc(F)c(-n3c(=O)cc(C(F)(F)F)n(C)c3=O)c2o1, [K+], [K+], O. Product: CC(c1cc2c(Cl)cc(F)c(-n3c(=O)cc(C(F)(F)F)n(C)c3=O)c2o1)N(C)C. As a reaction SMILES: [C:29](=[O:30])([O-:31])[O-:32].[CH3:35][I:36].[CH3:38][N:39]([CH3:40])[CH:41]=[O:42].[Cl:1][c:2]1[cH:3][c:4]([F:28])[c:5](-[n:15]2[c:16](=[O:27])[n:17]([CH3:26])[c:18]([C:22]([F:23])([F:24])[F:25])[cH:19][c:20]2=[O:21])[c:6]2[c:7]1[cH:8][c:9]([CH:11]([CH3:12])[NH:13][CH3:14])[o:10]2.[K+:33].[K+:34].[OH2:37]>>[Cl:1][c:2]1[cH:3][c:4]([F:28])[c:5](-[n:15]2[c:16](=[O:27])[n:17]([CH3:26])[c:18]([C:22]([F:23])([F:24])[F:25])[cH:19][c:20]2=[O:21])[c:6]2[c:7]1[cH:8][c:9]([CH:11]([CH3:12])[N:13]([CH3:14])[CH3:29])[o:10]2. Reactants: OCc1cnc(Cc2ccccc2)s1, CC1(C)C(C=C(Br)Br)C1C(=O)O, [Cl-], Cl, c1ccccc1, c1ccncc1. Product: CC1(C)C(C=C(Br)Br)C1C(=O)OCc1cnc(Cc2ccccc2)s1. RXN SMILES: [CH2:14]([c:15]1[cH:16][cH:17][cH:18][cH:19][cH:20]1)[c:21]1[s:22][c:23]([CH2:26][OH:27])[cH:24][n:25]1.[CH3:2][C:3]1([CH3:13])[CH:4]([C:10](=[O:11])[OH:12])[CH:5]1[CH:6]=[C:7]([Br:8])[Br:9].[Cl-:1].[ClH:28].[cH:29]1[cH:30][cH:31][cH:32][cH:33][cH:34]1.[cH:35]1[cH:36][cH:37][n:38][cH:39][cH:40]1>>[CH3:2][C:3]1([CH3:13])[CH:4]([C:10](=[O:11])[O:12][CH2:26][c:23]2[s:22][c:21]([CH2:14][c:15]3[cH:16][cH:17][cH:18][cH:19][cH:20]3)[n:25][cH:24]2)[CH:5]1[CH:6]=[C:7]([Br:8])[Br:9].